This data is from the Open Reaction Database (ORD), a public repository of structured organic reaction records. The task is: describe an organic reaction: reactants, conditions, products, and yield Starting materials: [Si](C)(C)(C(C)(C)C)OCC1=CC(=CC(=C1)Cl)Cl (3,5-dichlorobenzyl t-butyldimethylsilyl ether), CN(CCN(C)C)C (tetramethylethylenediamine), solution, C(CCC)[Li] (n-butyllithium), CCCCCC (hexane), ClC1=CC=C(C(=O)Cl)C=C1 (p-chlorobenzoyl chloride). The solvent is O1CCCC1 (tetrahydrofuran), O1CCCC1 (tetrahydrofuran). Reaction conditions: time 30 minute. The product is [Si](C)(C)(C(C)(C)C)OCC1=CC(=C(C(=O)C2=CC=C(C=C2)Cl)C(=C1)Cl)Cl (4-(t-butyldimethylsilyloxymethyl)-2,4',6-trichlorobenzophenone). Yield: 16.6%. Reaction SMILES: [Si:1]([O:8][CH2:9][C:10]1[CH:15]=[C:14]([Cl:16])[CH:13]=[C:12]([Cl:17])[CH:11]=1)([C:4]([CH3:7])([CH3:6])[CH3:5])([CH3:3])[CH3:2].CN(C)CCN(C)C.C([Li])CCC.CCCCCC.[Cl:37][C:38]1[CH:46]=[CH:45][C:41]([C:42](Cl)=[O:43])=[CH:40][CH:39]=1>O1CCCC1>[Si:1]([O:8][CH2:9][C:10]1[CH:15]=[C:14]([Cl:16])[C:13]([C:42]([C:41]2[CH:45]=[CH:46][C:38]([Cl:37])=[CH:39][CH:40]=2)=[O:43])=[C:12]([Cl:17])[CH:11]=1)([C:4]([CH3:7])([CH3:6])[CH3:5])([CH3:3])[CH3:2]. Reported procedure: A stirred -55° C. solution of 3,5-dichlorobenzyl t-butyldimethylsilyl ether (1.46 g, 5.00 mmol) and tetramethylethylenediamine (0.755 mL, 0.581 g, 5.01 mmol) in tetrahydrofuran (5 mL) under nitrogen atmosphere was treated dropwise over 10 minutes with a 1.6 M solution of n-butyllithium in hexane (3.3 mL, 5.25 mmol). After 30 minutes at -55° C., a solution of p-chlorobenzoyl chloride (0.875 g, 5.00 mmol) in tetrahydrofuran (1.0 mL) was added over 15 minutes. The resulting mixture was stirred 2 ho...